describe an organic reaction: reactants, conditions, products, and yield From a dataset of the Open Reaction Database (ORD), a public repository of structured organic reaction records. Starting materials: COC1=C(OC(C(CC)O)Cl)C=CC=C1 (1-(2-methoxyphenoxy)-2-hydroxybutyl chloride), steel, C(C)(C)N (isopropyl amine). The solvent is C(CCC)O (n-butanol). Run at temperature 120 celsius. The product is Cl.C(C)(C)NCCC(COC1=C(C=CC=C1)OC)O (4-(Isopropylamino)-1-(o-methoxyphenoxy)-2-butanol Hydrochloride). As a reaction SMILES: [CH3:1][O:2][C:3]1[CH:15]=[CH:14][CH:13]=[CH:12][C:4]=1[O:5][CH:6]([Cl:11])[CH:7]([OH:10])[CH2:8][CH3:9].[CH:16]([NH2:19])([CH3:18])[CH3:17]>C(O)CCC>[ClH:11].[CH:16]([NH:19][CH2:9][CH2:8][CH:7]([OH:10])[CH2:6][O:5][C:4]1[CH:12]=[CH:13][CH:14]=[CH:15][C:3]=1[O:2][CH3:1])([CH3:18])[CH3:17] |f:3.4|. Procedure details: A mixture which contained 11.6 g. (0.05 mole) of 1-(2-methoxyphenoxy)-2-hydroxybutyl chloride, 50 ml. of isopropyl amine and 100 ml. of n-butanol was charged in a steel bomb and heated at 120° C. for 24 hr. The resulting reaction mixture was filtered. The filtrate was concentrated to dryness and mixed with 200 ml. of 3N hydrochloric acid, extracted with ether and the aqueous layer was made basic. The base insoluble oil was extracted into isopropyl ether, dried over sodium sulfate and concentrate... Reactants: TEA, COC(=O)N[C@@H]([C@@H](C)CC)C(=O)O (N-methoxycarbonyl-(L)-iso-leucine), C(CCl)Cl (EDC), C=1C=CC2=C(C1)N=NN2O (HOBT), S1C=NC=C1C1=CC=C(C=C1)CN(C[C@@H]([C@H](CC1=CC=CC=C1)N)O)NC(=O)OC(C)(C)C (1-[4-(thiazol-5-yl)-phenyl]-4(S)-hydroxy-2-(tert-butoxycarbonyl)amino-5(S)-amino-6-phenyl-2-azahexane). Solvent: CN(C)C=O (DMF), CN(C)C=O (DMF). Reaction conditions: time 30 minute. The product is S1C=NC=C1C1=CC=C(C=C1)CN(C[C@@H]([C@H](CC1=CC=CC=C1)NC([C@@H](NC(=O)OC)[C@@H](C)CC)=O)O)NC(=O)OC(C)(C)C (1-[4-(Thiazol-5-yl)-phenyl]-4(S)-hydroxy-2-(tert-butoxycarbonyl)amino-5(S)-N-(N-methoxycarbonyl-(L)-iso-leucyl)amino-6-phenyl-2-azahexane). Reaction SMILES: [CH3:1][O:2][C:3]([NH:5][C@H:6]([C:11]([OH:13])=O)[C@H:7]([CH2:9][CH3:10])[CH3:8])=[O:4].C(Cl)CCl.C1C=CC2N(O)N=NC=2C=1.[S:28]1[C:32]([C:33]2[CH:38]=[CH:37][C:36]([CH2:39][N:40]([NH:53][C:54]([O:56][C:57]([CH3:60])([CH3:59])[CH3:58])=[O:55])[CH2:41][C@H:42]([OH:52])[C@@H:43]([NH2:51])[CH2:44][C:45]3[CH:50]=[CH:49][CH:48]=[CH:47][CH:46]=3)=[CH:35][CH:34]=2)=[CH:31][N:30]=[CH:29]1>CN(C=O)C>[S:28]1[C:32]([C:33]2[CH:38]=[CH:37][C:36]([CH2:39][N:40]([NH:53][C:54]([O:56][C:57]([CH3:60])([CH3:59])[CH3:58])=[O:55])[CH2:41][C@H:42]([OH:52])[C@@H:43]([NH:51][C:11](=[O:13])[C@H:6]([C@H:7]([CH2:9][CH3:10])[CH3:8])[NH:5][C:3]([O:2][CH3:1])=[O:4])[CH2:44][C:45]3[CH:50]=[CH:49][CH:48]=[CH:47][CH:46]=3)=[CH:35][CH:34]=2)=[CH:31][N:30]=[CH:29]1. Procedure: Under a nitrogen atmosphere, 1.36 g (7.2 mmol) of N-methoxycarbonyl-(L)-iso-leucine, 2.59 g (13.5 mmol) of EDC and 1.22 g (9 mmol) of HOBT are dissolved in 20 ml of DMF. After 30 min, 3.79 ml (27 mmol) of TEA are added and a solution of 2.11 g (4.5 mmol) of 1-[4-(thiazol-5-yl)-phenyl]-4(S)-hydroxy-2-(tert-butoxycarbonyl)amino-5(S)-amino-6-phenyl-2-azahexane (Example 2b) in 40 ml of DMF are added dropwise. After 3 hours, the reaction mixture is worked up analogously to Example 2c to form the titl... The reactants are NC1=C(C=C(C=C1)C(F)(F)F)I (4-amino-3-iodobenzotrifluoride), C(C)(=O)OCC.CCCCCC (ethyl acetate hexane), [Cu](C#N)C#N (copper cyanide), material ( 20/80 ). The reagents and catalysts are [Hg] (mercury). Solvent: CN(C)C=O (DMF). Run at temperature 100 celsius. Product: NC1=C(C#N)C=C(C=C1)C(F)(F)F (2-amino-5-(trifluoromethyl)benzonitrile). Yield: 105.0%. Reaction SMILES: [NH2:1][C:2]1[CH:7]=[CH:6][C:5]([C:8]([F:11])([F:10])[F:9])=[CH:4][C:3]=1I.[Cu](C#N)[C:14]#[N:15].C(OCC)(=O)C.CCCCCC>CN(C=O)C.[Hg]>[NH2:1][C:2]1[CH:7]=[CH:6][C:5]([C:8]([F:11])([F:10])[F:9])=[CH:4][C:3]=1[C:14]#[N:15] |f:2.3|. Procedure details: In a 2-liter flask equipped with a septum inlet, magnetic stirring bar, and condenser leading to a mercury bubbler was placed 100 g (0.348 mol) of 4-amino-3-iodobenzotrifluoride in 1 liter DMF. To this reaction flask with stirring was added 37.4 g (0.416 mol) of copper cyanide and the contents were heated to 100° C. under nitrogen for fourteen hours. Afterwards, TLC analysis revealed minor starting material (20/80) ethyl acetate/hexane. The contents were cooled to 40° C. and filtered through a p... Reactants: C(N)(OCCC1=CC=C(C=C1)OC1=CC(=C(C=C1)Cl)OC(F)(F)F)=N (4-(4-chloro-3-(trifluoromethoxy)phenoxy)phenethyl carbamimidate), O\C=C(/C(=O)OC)\CC=1C=NC=NC1 ((Z)-methyl 3-hydroxy-2-(pyrimidin-5-ylmethyl)acrylate), C(=O)([O-])[O-].[Cs+].[Cs+] (Cs2CO3). Run in O1CCOCC1 (1,4-dioxane). Conditions: temperature 110 celsius. Yields the product ClC1=C(C=C(OC2=CC=C(CCOC=3NC=C(C(N3)=O)CC=3C=NC=NC3)C=C2)C=C1)OC(F)(F)F (2-(4-(4-chloro-3-(trifluoromethoxy)phenoxy)phenethoxy)-5-(pyrimidin-5-ylmethyl)pyrimidin-4(1H)-one). Isolated yield 43.7%. As a reaction SMILES: [C:1](=[NH:25])([O:3][CH2:4][CH2:5][C:6]1[CH:11]=[CH:10][C:9]([O:12][C:13]2[CH:18]=[CH:17][C:16]([Cl:19])=[C:15]([O:20][C:21]([F:24])([F:23])[F:22])[CH:14]=2)=[CH:8][CH:7]=1)[NH2:2].[OH:26]/[CH:27]=[C:28](/[CH2:33][C:34]1[CH:35]=[N:36][CH:37]=[N:38][CH:39]=1)\[C:29](OC)=O.C([O-])([O-])=O.[Cs+].[Cs+]>O1CCOCC1>[Cl:19][C:16]1[CH:17]=[CH:18][C:13]([O:12][C:9]2[CH:8]=[CH:7][C:6]([CH2:5][CH2:4][O:3][C:1]3[NH:2][CH:29]=[C:28]([CH2:33][C:34]4[CH:39]=[N:38][CH:37]=[N:36][CH:35]=4)[C:27](=[O:26])[N:25]=3)=[CH:11][CH:10]=2)=[CH:14][C:15]=1[O:20][C:21]([F:24])([F:22])[F:23] |f:2.3.4|. Procedure: A mixture of 4-(4-chloro-3-(trifluoromethoxy)phenoxy)phenethyl carbamimidate (80 mg, 0.213 mmol), (Z)-methyl 3-hydroxy-2-(pyrimidin-5-ylmethyl)acrylate (124 mg, 0.640 mmol) and Cs2CO3 (174 mg, 0.534 mmol) in 1,4-dioxane (2 mL) was heated with a microwave condition at 110° C. for 2 h. After cooling, the mixture was filtered through the celite. The filtrate was concentrated and purified via reverse phase flash chromatography to afford the title compound (48 mg, 0.093 mmol, 43.3% yield). LCMS: rt=3... The reactants are CCOC(=O)c1cc(C)nc(CC(C)C)c1, Cl. The product is Cl, Cc1cc(C(=O)O)cc(CC(C)C)n1. RXN SMILES: [CH2:1]([CH3:2])[O:3][C:4]([c:5]1[cH:6][c:7]([CH3:15])[n:8][c:9]([CH2:11][CH:12]([CH3:13])[CH3:14])[cH:10]1)=[O:16].[ClH:17]>>[ClH:17].[O:3]=[C:4]([c:5]1[cH:6][c:7]([CH3:15])[n:8][c:9]([CH2:11][CH:12]([CH3:13])[CH3:14])[cH:10]1)[OH:16].